From a dataset of the Open Reaction Database (ORD), a public repository of structured organic reaction records. describe an organic reaction: reactants, conditions, products, and yield The reactants are N#N.C(C)(=O)O[C@@H]1[C@H](O[C@@H]([C@H]([C@@H]1OC(C)=O)OC(C)=O)COC(C)=O)SCCC(=O)N[C@@H](CCCCNC(CCS[C@@H]1[C@@H](OC(C)=O)[C@@H](OC(C)=O)[C@H](OC(C)=O)[C@H](O1)COC(C)=O)=O)C(=O)N[C@@H](CCCCNC(CCS[C@@H]1[C@@H](OC(C)=O)[C@@H](OC(C)=O)[C@H](OC(C)=O)[C@H](O1)COC(C)=O)=O)C(=O)N[C@@H](CCCCNC(CCS[C@@H]1[C@@H](OC(C)=O)[C@@H](OC(C)=O)[C@H](OC(C)=O)[C@H](O1)COC(C)=O)=O)C(=O)O (N2 {N2 -{N2,N6 -Bis[3-(2,3,4,6-tetra-O-acetyl-α-D-mannopyranosylthio)propionyl]-L-lysyl}-N6 -[3-(2,3,4,6-tetra-O-acetyl-α-D-mannopyranosylthio)propionyl]-L-lysyl}-N6 -[3-(2,3,4,6-tetra-O-acetyl-α-D-mannopyranosylthio)propionyl]-L-lysine). Run in CO.O.C(C)N(CC)CC (methanol water triethylamine). Product: N#N.[C@H]1([C@@H](O)[C@@H](O)[C@H](O)[C@H](O1)CO)SCCC(=O)N[C@@H](CCCCNC(CCS[C@@H]1[C@@H](O)[C@@H](O)[C@H](O)[C@H](O1)CO)=O)C(=O)N[C@@H](CCCCNC(CCS[C@@H]1[C@@H](O)[C@@H](O)[C@H](O)[C@H](O1)CO)=O)C(=O)N[C@@H](CCCCNC(CCS[C@@H]1[C@@H](O)[C@@H](O)[C@H](O)[C@H](O1)CO)=O)C(=O)O (N2 {N2 -{N2,N6 -Bis[3-(α-D-mannopyranosylthio)propionyl]-L-lysyl}-N6 -[3-(α-D-mannopyranosylthio)propionyl]-L-lysyl}-N6 -[3-(α-D-mannopyranosylthio)propionyl]-L-lysine). Isolated yield 70.1%. RXN SMILES: [N:1]#[N:2].C([O:6][C@H:7]1[C@@H:12]([O:13]C(=O)C)[C@H:11]([O:17]C(=O)C)[C@@H:10]([CH2:21][O:22]C(=O)C)[O:9][C@@H:8]1[S:26][CH2:27][CH2:28][C:29]([NH:31][C@H:32]([C:66]([NH:68][C@H:69]([C:103]([NH:105][C@H:106]([C:140]([OH:142])=[O:141])[CH2:107][CH2:108][CH2:109][CH2:110][NH:111][C:112](=[O:139])[CH2:113][CH2:114][S:115][C@H:116]1[O:133][C@H:132]([CH2:134][O:135]C(=O)C)[C@@H:127]([O:128]C(=O)C)[C@H:122]([O:123]C(=O)C)[C@@H:117]1[O:118]C(=O)C)=[O:104])[CH2:70][CH2:71][CH2:72][CH2:73][NH:74][C:75](=[O:102])[CH2:76][CH2:77][S:78][C@H:79]1[O:96][C@H:95]([CH2:97][O:98]C(=O)C)[C@@H:90]([O:91]C(=O)C)[C@H:85]([O:86]C(=O)C)[C@@H:80]1[O:81]C(=O)C)=[O:67])[CH2:33][CH2:34][CH2:35][CH2:36][NH:37][C:38](=[O:65])[CH2:39][CH2:40][S:41][C@H:42]1[O:59][C@H:58]([CH2:60][O:61]C(=O)C)[C@@H:53]([O:54]C(=O)C)[C@H:48]([O:49]C(=O)C)[C@@H:43]1[O:44]C(=O)C)=[O:30])(=O)C>CO.O.C(N(CC)CC)C>[N:1]#[N:2].[C@H:8]1([S:26][CH2:27][CH2:28][C:29]([NH:31][C@H:32]([C:66]([NH:68][C@H:69]([C:103]([NH:105][C@H:106]([C:140]([OH:142])=[O:141])[CH2:107][CH2:108][CH2:109][CH2:110][NH:111][C:112](=[O:139])[CH2:113][CH2:114][S:115][C@H:116]2[O:133][C@H:132]([CH2:134][OH:135])[C@@H:127]([OH:128])[C@H:122]([OH:123])[C@@H:117]2[OH:118])=[O:104])[CH2:70][CH2:71][CH2:72][CH2:73][NH:74][C:75](=[O:102])[CH2:76][CH2:77][S:78][C@H:79]2[O:96][C@H:95]([CH2:97][OH:98])[C@@H:90]([OH:91])[C@H:85]([OH:86])[C@@H:80]2[OH:81])=[O:67])[CH2:33][CH2:34][CH2:35][CH2:36][NH:37][C:38](=[O:65])[CH2:39][CH2:40][S:41][C@H:42]2[O:59][C@H:58]([CH2:60][OH:61])[C@@H:53]([OH:54])[C@H:48]([OH:49])[C@@H:43]2[OH:44])=[O:30])[O:9][C@H:10]([CH2:21][OH:22])[C@@H:11]([OH:17])[C@H:12]([OH:13])[C@@H:7]1[OH:6] |f:0.1,2.3.4,5.6|. Procedure: A solution of 15 (52 mg, 0.025 mmol) in methanol-water-triethylamine 5:4:1 (v/v/v, 1 ml) is kept for 3 hours at room temperature, and evaporated in vacuo to a residue that is put on a Sephadex G-15 column and eluted with water. Fractions 1-4 (12 ml), eluted after blue dextran, are collected and lyophilized to give 16 (25.1 mg, 71%): [α]D27 +96.2° (c 1.0, H2O); NMR (D2O)δ: 5.37 (s, 1H, H-1), 5.34 (s, 3H, H-1) 4.34 (2H), 4.18 (1H) (α-CH), 3.22 (m, ε-CH2), 2.93 (m, SCH2), 2.70 (t, 2H), 2.60 (t, 6H)...